This data is from the Open Reaction Database (ORD), a public repository of structured organic reaction records. The task is: describe an organic reaction: reactants, conditions, products, and yield Starting materials: O=C(O)c1nc2n(c(=O)c1OCc1ccccc1)CCOCC21CCOCC1, CC#N, CCN(C(C)C)C(C)C, Cl, Cn1cnn(-c2cc(F)ccc2CN)c1=O, CN(C)C(On1nnc2cccnc21)=[N+](C)C. Yields the product Cn1cnn(-c2cc(F)ccc2CNC(=O)c2nc3n(c(=O)c2OCc2ccccc2)CCOCC32CCOCC2)c1=O. Reaction SMILES: [CH2:1]([c:2]1[cH:3][cH:4][cH:5][cH:6][cH:7]1)[O:8][c:9]1[c:10]([C:26](=[O:27])[OH:28])[n:11][c:12]2[n:13]([c:24]1=[O:25])[CH2:14][CH2:15][O:16][CH2:17][C:18]21[CH2:19][CH2:20][O:21][CH2:22][CH2:23]1.[CH3:72][C:73]#[N:74].[CH:45]([N:46]([CH:47]([CH3:48])[CH3:49])[CH2:50][CH3:51])([CH3:52])[CH3:53].[ClH:71].[NH2:29][CH2:30][c:31]1[c:32](-[n:38]2[n:39][cH:40][n:41]([CH3:44])[c:42]2=[O:43])[cH:33][c:34]([F:37])[cH:35][cH:36]1.[n:54]1([O:55][C:56]([N:57]([CH3:58])[CH3:59])=[N+:60]([CH3:61])[CH3:62])[c:63]2[n:64][cH:65][cH:66][cH:67][c:68]2[n:69][n:70]1>>[CH2:1]([c:2]1[cH:3][cH:4][cH:5][cH:6][cH:7]1)[O:8][c:9]1[c:10]([C:26](=[O:27])[NH:29][CH2:30][c:31]2[c:32](-[n:38]3[n:39][cH:40][n:41]([CH3:44])[c:42]3=[O:43])[cH:33][c:34]([F:37])[cH:35][cH:36]2)[n:11][c:12]2[n:13]([c:24]1=[O:25])[CH2:14][CH2:15][O:16][CH2:17][C:18]21[CH2:19][CH2:20][O:21][CH2:22][CH2:23]1. The reactants are CN1C(=O)CC(C)(c2cc(Br)cs2)NC1=NC(=O)OC(C)(C)C, C1CCOC1, C[Si](C)(C)[N-][Si](C)(C)C, CO, [Li+], O. The product is C=C1C(=O)N(C)C(=NC(=O)OC(C)(C)C)NC1(C)c1cc(Br)cs1. As a reaction SMILES: [Br:1][c:2]1[cH:3][c:4]([C:7]2([CH3:23])[NH:8][C:9](=[N:15][C:16]([O:17][C:18]([CH3:19])([CH3:20])[CH3:21])=[O:22])[N:10]([CH3:14])[C:11](=[O:13])[CH2:12]2)[s:5][cH:6]1.[CH2:34]1[O:35][CH2:36][CH2:37][CH2:38]1.[CH3:25][Si:26]([N-:27][Si:28]([CH3:29])([CH3:30])[CH3:31])([CH3:32])[CH3:33].[CH3:40][OH:41].[Li+:24].[OH2:39]>>[Br:1][c:2]1[cH:3][c:4]([C:7]2([CH3:23])[NH:8][C:9](=[N:15][C:16]([O:17][C:18]([CH3:19])([CH3:20])[CH3:21])=[O:22])[N:10]([CH3:14])[C:11](=[O:13])[C:12]2=[CH2:25])[s:5][cH:6]1. The reactants are ( b ), C[C@]12CC[C@H]3[C@H]([C@@H]1CC[C@@H]2O)CCC4=CC(=O)CC[C@H]34 (19-Nor-testosterone), C(C)(=O)[O-] (acetate), ( a ), quartz, C1(=CC=CC=C1)C (toluene), N#N (N2), C(C)(=O)[O-] (acetate), CC(=O)OC(=O)C (acetanhydride). The solvent is N1=CC=CC=C1 (pyridine), C(Cl)Cl (CH2Cl2). The product is C=C[C@H]1CC[C@H]2[C@@H]3CC(C4=CC(CC[C@]4(C)[C@H]3CC[C@]12C)=O)=O (Pregna-4,20-dien-3,6-dione). Yield: 28.0%. RXN SMILES: [CH3:1][C@@:2]12[C@@H:10](O)[CH2:9][CH2:8][C@H:7]1[C@@H:6]1[CH2:12][CH2:13][C:14]3[C@@H:20]([C@H:5]1CC2)[CH2:19][CH2:18][C:16](=O)[CH:15]=3.[C:21]([O-:24])(=O)[CH3:22].CC(O[C:29]([CH3:31])=[O:30])=O.N#N.[C:34]1(C)C=CC=CC=1>C(Cl)Cl.N1C=CC=CC=1>[CH2:12]=[CH:13][C@@H:14]1[C@:20]2([CH3:19])[C@H:18]([C@H:8]3[C@H:7]([CH2:6][CH2:5]2)[C@:2]2([CH3:10])[C:31](=[CH:34][C:21](=[O:24])[CH2:22][CH2:1]2)[C:29](=[O:30])[CH2:9]3)[CH2:16][CH2:15]1. Reported procedure: This synthesis is depicted in FIG. 153. 19-Nor-testosterone (XIX) is commercially available, e.g., from Chemical Dynamics Corp. It provides the starting material for 19-Nor-16-androstene derivatives. 19-Nor-testosterone (XIX) was converted into the acetate (Hartman, J. A. et al. J. Am. Chem. Soc. (1956) 78:5662) with acetanhydride and pyridine. (a) A solution of this acetate (4.8 g, 15.17 mmol) in toluene (10 ml) was pyrolyzed (b) at 540° (200 Torr, slow N2-stream) in a glass tube packed with qu... Starting materials: CCOC(=O)C=Cc1ccc(NC(=O)CC)cc1, CN(C)C=O, [H-], CI, [Na+], O. Product: CCOC(=O)C=Cc1ccc(N(C)C(=O)CC)cc1. RXN SMILES: [C:3]([CH2:4][CH3:5])(=[O:6])[NH:7][c:8]1[cH:9][cH:10][c:11]([CH:12]=[CH:13][C:14](=[O:15])[O:16][CH2:17][CH3:18])[cH:19][cH:20]1.[CH3:24][N:25]([CH3:26])[CH:27]=[O:28].[H-:1].[I:21][CH3:22].[Na+:2].[OH2:23]>>[C:3]([CH2:4][CH3:5])(=[O:6])[N:7]([c:8]1[cH:9][cH:10][c:11]([CH:12]=[CH:13][C:14](=[O:15])[O:16][CH2:17][CH3:18])[cH:19][cH:20]1)[CH3:22]. Starting materials: CS(C)=O, C[S+](C)(C)=O, [H-], [I-], [Na+], O=C1CCCN(C(=O)OCc2ccccc2)C1, O. Yields the product O=C(OCc1ccccc1)N1CCCC2(CO2)C1. Reaction SMILES: [CH3:27][S:28](=[O:29])[CH3:30].[CH3:2][S+:3]([CH3:4])([CH3:5])=[O:6].[H-:7].[I-:1].[Na+:8].[O:9]=[C:10]1[CH2:11][N:12]([C:16](=[O:17])[O:18][CH2:19][c:20]2[cH:21][cH:22][cH:23][cH:24][cH:25]2)[CH2:13][CH2:14][CH2:15]1.[OH2:26]>>[CH2:2]1[O:9][C:10]12[CH2:11][N:12]([C:16](=[O:17])[O:18][CH2:19][c:20]1[cH:21][cH:22][cH:23][cH:24][cH:25]1)[CH2:13][CH2:14][CH2:15]2. The reactants are [C-]#N, CI, CN(C)Cc1c[nH]c2ccc(F)cc12, CO, [K+], O. Reaction SMILES: [C-:15]#[N:16].[CH3:18][I:19].[CH3:1][N:2]([CH3:3])[CH2:4][c:5]1[cH:6][nH:7][c:8]2[cH:9][cH:10][c:11]([F:14])[cH:12][c:13]12.[CH3:20][OH:21].[K+:17].[OH2:22]>>[CH2:4]([c:5]1[cH:6][nH:7][c:8]2[cH:9][cH:10][c:11]([F:14])[cH:12][c:13]12)[C:15]#[N:16]. Yields the product N#CCc1c[nH]c2ccc(F)cc12. Reactants: CC1(C=2C=CC(=CC2C(CC1)(C)C)C=1N=C(SC1)N1CCC(CC1)N)C (1-[4-(5,5,8,8-tetramethyl-5,6,7,8-tetrahydronaphthalen-2-yl)thiazol-2-yl]piperidin-4-ylamine), O1C(CO)C1 (2,3-epoxy-1-propanol). Run in CN(C)C=O (DMF). Product: CC1(C=2C=CC(=CC2C(CC1)(C)C)C=1N=C(SC1)N1CCC(CC1)NCC(CO)O)C (3-{1-[4-(5,5,8,8-Tetramethyl-5,6,7,8-tetrahydronaphthalen-2-yl)thiazol-2-yl]piperidin-4-ylamino}propane-1,2-diol). Reaction SMILES: [CH3:1][C:2]1([CH3:26])[CH2:11][CH2:10][C:9]([CH3:13])([CH3:12])[C:8]2[CH:7]=[C:6]([C:14]3[N:15]=[C:16]([N:19]4[CH2:24][CH2:23][CH:22]([NH2:25])[CH2:21][CH2:20]4)[S:17][CH:18]=3)[CH:5]=[CH:4][C:3]1=2.[O:27]1[CH2:31][CH:28]1[CH2:29][OH:30]>CN(C=O)C>[CH3:1][C:2]1([CH3:26])[CH2:11][CH2:10][C:9]([CH3:12])([CH3:13])[C:8]2[CH:7]=[C:6]([C:14]3[N:15]=[C:16]([N:19]4[CH2:24][CH2:23][CH:22]([NH:25][CH2:31][CH:28]([OH:27])[CH2:29][OH:30])[CH2:21][CH2:20]4)[S:17][CH:18]=3)[CH:5]=[CH:4][C:3]1=2. Reported procedure: 150 mg (0.41 mmol) of 1-[4-(5,5,8,8-tetramethyl-5,6,7,8-tetrahydronaphthalen-2-yl)thiazol-2-yl]piperidin-4-ylamine were dissolved in 2 ml of DMF, and 27.4 μl (0.41 mmol) of 2,3-epoxy-1-propanol were added. The reaction mixture was irradiated in the microwave at 120° C. for 3 h and subsequently stripped off to dryness. The residue was purified by means of flash chromatography on silica gel. The reactants are CC(C)(C)OP(=O)(OCCCC(=O)O)OC(C)(C)C, COc1ccc2c(c1)C(N)CCc1cc(OC)c(OC)c(OC)c1-2. The product is COc1ccc2c(c1)C(NC(=O)CCCOP(=O)(OC(C)(C)C)OC(C)(C)C)CCc1cc(OC)c(OC)c(OC)c1-2. As a reaction SMILES: [C:25]([CH3:26])([CH3:27])([CH3:28])[O:29][P:30](=[O:31])([O:32][C:33]([CH3:34])([CH3:35])[CH3:36])[O:37][CH2:38][CH2:39][CH2:40][C:41](=[O:42])[OH:43].[CH3:1][O:2][c:3]1[cH:4][cH:5][c:6]2[c:7]([cH:24]1)[CH:8]([NH2:23])[CH2:9][CH2:10][c:11]1[c:12]-2[c:13]([O:21][CH3:22])[c:14]([O:19][CH3:20])[c:15]([O:17][CH3:18])[cH:16]1>>[CH3:1][O:2][c:3]1[cH:4][cH:5][c:6]2[c:7]([cH:24]1)[CH:8]([NH:23][C:41]([CH2:40][CH2:39][CH2:38][O:37][P:30]([O:29][C:25]([CH3:26])([CH3:27])[CH3:28])(=[O:31])[O:32][C:33]([CH3:34])([CH3:35])[CH3:36])=[O:42])[CH2:9][CH2:10][c:11]1[c:12]-2[c:13]([O:21][CH3:22])[c:14]([O:19][CH3:20])[c:15]([O:17][CH3:18])[cH:16]1. Starting materials: O=C([O-])[O-], C1CCOC1, COc1ccc(N)cc1, CCOC(=O)c1cnc2ccc(Oc3ccccc3)nc2c1Cl, [K+], [K+]. Product: Cl, CCOC(=O)c1cnc2ccc(Oc3ccccc3)nc2c1Nc1ccc(OC)cc1. Reaction SMILES: [C:33](=[O:34])([O-:35])[O-:36].[CH2:39]1[O:40][CH2:41][CH2:42][CH2:43]1.[CH3:24][O:25][c:26]1[cH:27][cH:28][c:29]([NH2:30])[cH:31][cH:32]1.[Cl:1][c:2]1[c:3]([C:19](=[O:20])[O:21][CH2:22][CH3:23])[cH:4][n:5][c:6]2[cH:7][cH:8][c:9]([O:12][c:13]3[cH:14][cH:15][cH:16][cH:17][cH:18]3)[n:10][c:11]12.[K+:37].[K+:38]>>[ClH:1].[c:2]1([NH:30][c:29]2[cH:28][cH:27][c:26]([O:25][CH3:24])[cH:32][cH:31]2)[c:3]([C:19](=[O:20])[O:21][CH2:22][CH3:23])[cH:4][n:5][c:6]2[cH:7][cH:8][c:9]([O:12][c:13]3[cH:14][cH:15][cH:16][cH:17][cH:18]3)[n:10][c:11]12.